This data is from the Open Reaction Database (ORD), a public repository of structured organic reaction records. The task is: describe an organic reaction: reactants, conditions, products, and yield Solvent: CO (methanol). Yield: 46.8%. Product: COC1=CC=C2C=CC(N(C2=C1)CCN1CCC(CC1)NC(OC(C)(C)C)=O)=O (1,1-Dimethylethyl (1-{2-[7-(methyloxy)-2-oxo-1(2H)-quinolinyl]ethyl}-4-piperidinyl)carbamate). Reaction SMILES: [CH3:1][O:2][C:3]1[CH:12]=[C:11]2[C:6]([CH:7]=[CH:8][C:9](=[O:16])[N:10]2[CH2:13][CH:14]=O)=[CH:5][CH:4]=1.[NH:17]1[CH2:22][CH2:21][CH:20]([NH:23][C:24](=[O:30])[O:25][C:26]([CH3:29])([CH3:28])[CH3:27])[CH2:19][CH2:18]1.C(Cl)(Cl)Cl.[BH-](OC(C)=O)(OC(C)=O)OC(C)=O.[Na+]>CO>[CH3:1][O:2][C:3]1[CH:12]=[C:11]2[C:6]([CH:7]=[CH:8][C:9](=[O:16])[N:10]2[CH2:13][CH2:14][N:17]2[CH2:18][CH2:19][CH:20]([NH:23][C:24](=[O:30])[O:25][C:26]([CH3:28])([CH3:27])[CH3:29])[CH2:21][CH2:22]2)=[CH:5][CH:4]=1 |f:3.4|. Run at time 45 minute. Starting materials: [BH-](OC(=O)C)(OC(=O)C)OC(=O)C.[Na+] (NaBH(OAc)3), COC1=CC=C2C=CC(N(C2=C1)CC=O)=O ([7-(Methyloxy)-2-oxo-1(2H)-quinolinyl]acetaldehyde), N1CCC(CC1)NC(OC(C)(C)C)=O (1,1-dimethylethyl 4-piperidinylcarbamate), C(Cl)(Cl)Cl (chloroform). Procedure details: [7-(Methyloxy)-2-oxo-1(2H)-quinolinyl]acetaldehyde (2.31 g, 10.65 mmol) and 1,1-dimethylethyl 4-piperidinylcarbamate (3.15 g, 15.98 mmol) were stirred in a 1:1 mixture of chloroform and methanol (140 ml) for 1 h at rt under argon. This mixture was then treated with NaBH(OAc)3 (10.16 g, 47.93 mmol) and stirred for a further 45 mins. The solvents were then removed from the reaction and crude residues purified by column chromatography on silica gel using a 0-35% MeOH/DCM gradient, to give the desir... Reactants: CC1CC2CN(C(=O)OC(C)(C)C)C(CO)C2C1, CS(C)=O, CCN(C(C)C)C(C)C, O=C(Cl)C(=O)Cl, ClCCl, O. Product: CC1CC2CN(C(=O)OC(C)(C)C)C(C=O)C2C1. As a reaction SMILES: [C:11]([CH3:12])([CH3:13])([CH3:14])[O:15][C:16](=[O:17])[N:18]1[CH:19]([CH2:27][OH:28])[CH:20]2[CH2:21][CH:22]([CH3:26])[CH2:23][CH:24]2[CH2:25]1.[CH3:7][S:8]([CH3:9])=[O:10].[CH:29]([N:30]([CH2:31][CH3:32])[CH:33]([CH3:34])[CH3:35])([CH3:36])[CH3:37].[Cl:1][C:2]([C:3]([Cl:4])=[O:5])=[O:6].[Cl:38][CH2:39][Cl:40].[OH2:41]>>[C:11]([CH3:12])([CH3:13])([CH3:14])[O:15][C:16](=[O:17])[N:18]1[CH:19]([CH:27]=[O:28])[CH:20]2[CH2:21][CH:22]([CH3:26])[CH2:23][CH:24]2[CH2:25]1.